From a dataset of the Open Reaction Database (ORD), a public repository of structured organic reaction records. describe an organic reaction: reactants, conditions, products, and yield Reactants: Fc1ccc(-c2cnc3c(Br)cnn3c2)cn1, O=C([O-])[O-], [K+], [K+], CC(C)(O)CN, CN(C)C=O. The product is CC(C)(O)CNc1ccc(-c2cnc3c(Br)cnn3c2)cn1. As a reaction SMILES: [Br:1][c:2]1[cH:3][n:4][n:5]2[c:6]1[n:7][cH:8][c:9](-[c:11]1[cH:12][n:13][c:14]([F:17])[cH:15][cH:16]1)[cH:10]2.[C:24](=[O:25])([O-:26])[O-:27].[K+:28].[K+:29].[NH2:18][CH2:19][C:20]([CH3:21])([OH:22])[CH3:23].[O:30]=[CH:31][N:32]([CH3:33])[CH3:34]>>[Br:1][c:2]1[cH:3][n:4][n:5]2[c:6]1[n:7][cH:8][c:9](-[c:11]1[cH:12][n:13][c:14]([NH:18][CH2:19][C:20]([CH3:21])([OH:22])[CH3:23])[cH:15][cH:16]1)[cH:10]2. The reactants are C(C=C)OC1=CC=C(C(=O)O[C@@H]2CC[C@H](CC2)C(CCCCCBr)=O)C=C1 (trans-[4-(6-bromo-hexanoyl)cyclohexyl] 4-allyloxybenzoate), C(C(=C)C)(=O)[O-].[K+] (potassium methacrylate). The reagents and catalysts are C(C)(C)(C)C1=C(C(=CC(=C1)C)C(C)(C)C)O (2,6-di-tert-butyl-4-methylphenol). Solvent: CN(C=O)C (dimethylformamide). Reaction conditions: temperature 72.5 celsius. Product: C(C=C)OC1=CC=C(C(=O)OC2CCC(CC2)CCCCCCC(C(=C)C)=O)C=C1 (4-(6-Methacryloylhexyl)cyclohexyl 4-allyloxybenzoate). The yield is 97.5%. RXN SMILES: [CH2:1]([O:4][C:5]1[CH:27]=[CH:26][C:8]([C:9]([O:11][C@H:12]2[CH2:17][CH2:16][C@H:15]([C:18](=O)[CH2:19][CH2:20][CH2:21][CH2:22][CH2:23]Br)[CH2:14][CH2:13]2)=[O:10])=[CH:7][CH:6]=1)[CH:2]=[CH2:3].[C:28]([O-])(=[O:32])[C:29]([CH3:31])=[CH2:30].[K+]>CN(C)C=O.C(C1C=C(C)C=C(C(C)(C)C)C=1O)(C)(C)C>[CH2:1]([O:4][C:5]1[CH:27]=[CH:26][C:8]([C:9]([O:11][CH:12]2[CH2:17][CH2:16][CH:15]([CH2:18][CH2:19][CH2:20][CH2:21][CH2:22][CH2:23][C:28](=[O:32])[C:29]([CH3:31])=[CH2:30])[CH2:14][CH2:13]2)=[O:10])=[CH:7][CH:6]=1)[CH:2]=[CH2:3] |f:1.2|. Reported procedure: 55.2 g (0.2 mol) of trans-4-hydroxycyclohexyl allyloxybenzoate prepared as described in Example 1 were dissolved in 300 ml of dry toluene, and 43 g (0.205 mol) of 6-bromohexanoyl chloride (prepared from the free acid by conventional reaction with thionyl chloride; b.p. 60-62° C. at 0.04 mbar) were added dropwise at 105° C. over the course of 60 minutes with stirring. After the mixture had been stirred at 105° C. for a further 90 minutes, the solvent was stripped off under reduced pressure, and t... The reactants are C([O-])(O)=O.[Na+] (sodium bicarbonate), C(C1=CC=CC=C1)OC(=O)NC=1C(N(C(=CC1)C1=CC=CC=C1)CC(=O)NC(C(C(F)(F)F)=O)C(C)C)=O (2-(3-benzyloxycarbonylamino-2-oxo-6-phenyl-1,2-dihydro-1-pyridyl)-N-(3,3,3-trifluoro-1-isopropyl-2-oxopropyl)acetamide), C1(=CC=CC=C1)OC (anisole), FC(S(=O)(=O)O)(F)F (trifluoromethanesulphonic acid). Solvent: ClCCl (dichloromethane), C(C)(=O)OCC (Ethyl acetate). Yields the product NC=1C(N(C(=CC1)C1=CC=CC=C1)CC(=O)NC(C(C(F)(F)F)=O)C(C)C)=O (2-(3-Amino-2-oxo-6-phenyl-1,2-dihydro-1-pyridyl)-N-(3,3,3-trifluoro-1-isopropyl-2-oxopropyl)acetamide). The yield is 65.0%. Reaction SMILES: C(OC([NH:11][C:12]1[C:13](=[O:38])[N:14]([CH2:24][C:25]([NH:27][CH:28]([CH:35]([CH3:37])[CH3:36])[C:29](=[O:34])[C:30]([F:33])([F:32])[F:31])=[O:26])[C:15]([C:18]2[CH:23]=[CH:22][CH:21]=[CH:20][CH:19]=2)=[CH:16][CH:17]=1)=O)C1C=CC=CC=1.C1(OC)C=CC=CC=1.FC(F)(F)S(O)(=O)=O.C(=O)(O)[O-].[Na+]>ClCCl.C(OCC)(=O)C>[NH2:11][C:12]1[C:13](=[O:38])[N:14]([CH2:24][C:25]([NH:27][CH:28]([CH:35]([CH3:36])[CH3:37])[C:29](=[O:34])[C:30]([F:32])([F:33])[F:31])=[O:26])[C:15]([C:18]2[CH:23]=[CH:22][CH:21]=[CH:20][CH:19]=2)=[CH:16][CH:17]=1 |f:3.4|. Procedure: To a solution of 2-(3-benzyloxycarbonylamino-2-oxo-6-phenyl-1,2-dihydro-1-pyridyl)-N-(3,3,3-trifluoro-1-isopropyl-2-oxopropyl)acetamide (10 g) and anisole (6.6 g) in dichloromethane (100 mL) at 0° C. was added trifluoromethanesulphonic acid (9 mL, 15.3 g) while maintaining the temperature below 2° C. The reaction mixture was allowed to warm to room temperature in 30 min and kept at room temperature for a further 45 min before saturated aqueous sodium bicarbonate was added slowly to pH 7. Ethyl a... Starting materials: ClC1=C(C=C(C=N1)OC[C@H]1NCCC1)C=1SC=CC1 (6-chloro-3-(2-(S)-pyrrolidinylmethoxy)-5-(2-thienyl)pyridine), C=O (formalin), C(#N)[BH3-].[Na+] (sodium cyanoborohydride), C(C)(=O)O (acetic acid). Run in CCO (EtOH). Run at temperature 25 celsius, time 24 hour. The product is Cl.Cl.ClC1=C(C=C(C=N1)OC[C@H]1N(CCC1)C)C=1SC=CC1 (6-Chloro-3-(1 -methyl-2-(S)-pyrrolidinylmethoxy)-5-(2-thienyl)pyridine dihydrochloride). Reaction SMILES: [Cl:1][C:2]1[N:7]=[CH:6][C:5]([O:8][CH2:9][C@@H:10]2[CH2:14][CH2:13][CH2:12][NH:11]2)=[CH:4][C:3]=1[C:15]1[S:16][CH:17]=[CH:18][CH:19]=1.C=O.[C:22]([BH3-])#N.[Na+].C(O)(=O)C>CCO>[ClH:1].[ClH:1].[Cl:1][C:2]1[N:7]=[CH:6][C:5]([O:8][CH2:9][C@@H:10]2[CH2:14][CH2:13][CH2:12][N:11]2[CH3:22])=[CH:4][C:3]=1[C:15]1[S:16][CH:17]=[CH:18][CH:19]=1 |f:2.3,6.7.8|. Reported procedure: To a solution of 6-chloro-3-(2-(S)-pyrrolidinylmethoxy)-5-(2-thienyl)pyridine from step 152b above (48 mg, 0.14 mmol) in EtOH (2 mL) was added formalin (37%, 2 mL), sodium cyanoborohydride (50 mg, 0.72 mmol) and acetic acid (0.05 mL), and the mixture was stirred at 25° C. for 24 h. The solvent was concentrated, and solid NaHCO3 was added to the residue. At pH 8 the mixture was extracted with EtOAc, which was dried (MgSO4) and concentrated. (44 mg, 100%). The residue was converted to the salt by ... Starting materials: OCC1COc2cccc(Cl)c2O1, Cl, Cc1ccc(S(=O)(=O)Cl)cc1, c1ccncc1. Product: Cc1ccc(S(=O)(=O)OCC2COc3cccc(Cl)c3O2)cc1. RXN SMILES: [Cl:12][c:13]1[cH:14][cH:15][cH:16][c:17]2[c:18]1[O:19][CH:20]([CH2:23][OH:24])[CH2:21][O:22]2.[ClH:25].[c:1]1([CH3:11])[cH:2][cH:3][c:4]([S:7](=[O:8])(=[O:9])[Cl:10])[cH:5][cH:6]1.[cH:26]1[cH:27][cH:28][n:29][cH:30][cH:31]1>>[c:1]1([CH3:11])[cH:2][cH:3][c:4]([S:7](=[O:8])(=[O:9])[O:24][CH2:23][CH:20]2[O:19][c:18]3[c:13]([Cl:12])[cH:14][cH:15][cH:16][c:17]3[O:22][CH2:21]2)[cH:5][cH:6]1. Starting materials: CC(C)(C)OC(=O)Cn1ccc(N2C(=O)c3ccccc3C2=O)n1, CCO, NN, O. Yields the product CC(C)(C)OC(=O)Cn1ccc(N)n1. Reaction SMILES: [C:4]([CH3:5])([CH3:6])([CH3:7])[O:8][C:9]([CH2:10][n:11]1[n:12][c:13]([N:16]2[C:17](=[O:18])[c:19]3[c:20]([cH:21][cH:22][cH:23][cH:24]3)[C:25]2=[O:26])[cH:14][cH:15]1)=[O:27].[CH3:28][CH2:29][OH:30].[NH2:2][NH2:3].[OH2:1]>>[C:4]([CH3:5])([CH3:6])([CH3:7])[O:8][C:9]([CH2:10][n:11]1[n:12][c:13]([NH2:16])[cH:14][cH:15]1)=[O:27]. The reactants are S(=O)(Cl)Cl (Thionyl chloride), [Na+].CC(C1=CC=CC=C1)(C)C=1C=C(C=CC1)S(=O)(=O)[O-] (3-(α,α-Dimethylbenzyl)benzenesulphonic acid sodium salt), C (charcoal). Solvent: CCCCCC (hexane), CN(C)C=O (DMF). Run at temperature 10 celsius, time 1 hour. Product: CC(C1=CC=CC=C1)(C)C=1C=C(C=CC1)S(=O)(=O)Cl (3-(α,α-dimethylbenzyl)benzenesulphonyl chloride). Reaction SMILES: [Na+].[CH3:2][C:3]([C:11]1[CH:12]=[C:13]([S:17]([O-:20])(=O)=[O:18])[CH:14]=[CH:15][CH:16]=1)([CH3:10])[C:4]1[CH:9]=[CH:8][CH:7]=[CH:6][CH:5]=1.S(Cl)([Cl:23])=O.C>CN(C=O)C.CCCCCC>[CH3:2][C:3]([C:11]1[CH:12]=[C:13]([S:17]([Cl:23])(=[O:20])=[O:18])[CH:14]=[CH:15][CH:16]=1)([CH3:10])[C:4]1[CH:9]=[CH:8][CH:7]=[CH:6][CH:5]=1 |f:0.1|. Reported procedure: 3-(α,α-Dimethylbenzyl)benzenesulphonic acid sodium salt (9.6 g) is dissolved in DMF (16 ml) and cooled to 10° C. Thionyl chloride (12ml) is added dropwise maintaining the temperature below 20° C. The mixture is allowed to warm to room temperature and stirred one hour. The solution is poured onto ice/water (100 ml) and the mixture is extracted with ether (3×8 ml). The combined extracts are dried (MgSO4) and the solvent evaporated to give pale yellow waxy crystals which are dissolved in hexane (20... Reactants: COC(=O)c1ccc2c(C3CCCCC3)c3n(c2c1)CC(N(C)C1CCN(C(=O)OC(C)(C)C)C1)COc1ccccc1-3, ClCCCl, COC(CN(C)S(N)(=O)=O)OC, CN(C)c1ccncc1, ClCCl, Cl, [K+], C1COCCO1, [OH-]. Product: COC(CN(C)S(=O)(=O)NC(=O)c1ccc2c(C3CCCCC3)c3n(c2c1)CC(N(C)C1CCN(C(=O)OC(C)(C)C)C1)COc1ccccc1-3)OC. As a reaction SMILES: [C:3]([CH3:4])([CH3:5])([CH3:6])[O:7][C:8](=[O:9])[N:10]1[CH2:11][CH:12]([N:15]([CH:16]2[CH2:17][O:18][c:19]3[c:20]([cH:41][cH:42][cH:43][cH:44]3)-[c:21]3[n:22]([c:24]4[cH:25][c:26]([C:37](=[O:38])[O:39][CH3:40])[cH:27][cH:28][c:29]4[c:30]3[CH:31]3[CH2:32][CH2:33][CH2:34][CH2:35][CH2:36]3)[CH2:23]2)[CH3:45])[CH2:13][CH2:14]1.[CH2:47]([Cl:48])[CH2:49][Cl:50].[CH3:51][O:52][CH:53]([CH2:54][N:55]([S:56](=[O:57])(=[O:58])[NH2:59])[CH3:60])[O:61][CH3:62].[CH3:72][N:73]([c:74]1[cH:75][cH:76][n:77][cH:78][cH:79]1)[CH3:80].[Cl:69][CH2:70][Cl:71].[ClH:46].[K+:2].[O:63]1[CH2:64][CH2:65][O:66][CH2:67][CH2:68]1.[OH-:1]>>[C:3]([CH3:4])([CH3:5])([CH3:6])[O:7][C:8](=[O:9])[N:10]1[CH2:11][CH:12]([N:15]([CH:16]2[CH2:17][O:18][c:19]3[c:20]([cH:41][cH:42][cH:43][cH:44]3)-[c:21]3[n:22]([c:24]4[cH:25][c:26]([C:37](=[O:38])[NH:59][S:56]([N:55]([CH2:54][CH:53]([O:52][CH3:51])[O:61][CH3:62])[CH3:60])(=[O:57])=[O:58])[cH:27][cH:28][c:29]4[c:30]3[CH:31]3[CH2:32][CH2:33][CH2:34][CH2:35][CH2:36]3)[CH2:23]2)[CH3:45])[CH2:13][CH2:14]1. The reactants are [Al+3], C1CCOC1, CCCc1c(C(=O)[O-])nc2ccccn12, [H-], [H-], [H-], [H-], [Li+]. Product: CCCc1c(CO)nc2ccccn12. As a reaction SMILES: [Al+3:2].[CH2:22]1[O:23][CH2:24][CH2:25][CH2:26]1.[CH2:7]([CH2:8][CH3:9])[c:10]1[c:11]([C:19](=[O:20])[O-:21])[n:12][c:13]2[n:14]1[cH:15][cH:16][cH:17][cH:18]2.[H-:1].[H-:4].[H-:5].[H-:6].[Li+:3]>>[CH2:7]([CH2:8][CH3:9])[c:10]1[c:11]([CH2:19][OH:20])[n:12][c:13]2[n:14]1[cH:15][cH:16][cH:17][cH:18]2. Reactants: N=C(OCc1ccccc1)C(Cl)(Cl)Cl, ClCCl, O=S(=O)(O)C(F)(F)F, COC(=O)C(O)CC(C)C. Yields the product COC(=O)C(CC(C)C)OCc1ccccc1. Reaction SMILES: [Cl:11][C:12]([Cl:13])([Cl:14])[C:22](=[NH:23])[O:24][CH2:15][c:16]1[cH:17][cH:18][cH:19][cH:20][cH:21]1.[Cl:33][CH2:34][Cl:35].[F:25][C:26]([S:27]([OH:28])(=[O:29])=[O:30])([F:31])[F:32].[OH:1][CH:2]([C:3](=[O:4])[O:5][CH3:6])[CH2:7][CH:8]([CH3:9])[CH3:10]>>[O:1]([CH:2]([C:3](=[O:4])[O:5][CH3:6])[CH2:7][CH:8]([CH3:9])[CH3:10])[CH2:15][c:16]1[cH:17][cH:18][cH:19][cH:20][cH:21]1.